From a dataset of the Open Reaction Database (ORD), a public repository of structured organic reaction records. describe an organic reaction: reactants, conditions, products, and yield Reactants: C(C1=CC=CC=C1)(=O)C1=NOC(=N1)CC(=O)N ((3-benzoyl-1,2,4-oxadiazol-5-yl)acetamide), Cl (HCl). Run in C(C)(C)O (isopropanol). The product is C(C)(C)OC(CC1=NC(=NO1)C(C1=CC=CC=C1)=O)=O (Isopropyl(3-benzoyl-1,2,4-oxadiazol-5-yl)acetate). Isolated yield 185.1%. RXN SMILES: [C:1]([C:9]1[N:13]=[C:12]([CH2:14][C:15](N)=[O:16])[O:11][N:10]=1)(=[O:8])[C:2]1[CH:7]=[CH:6][CH:5]=[CH:4][CH:3]=1.Cl>C(O)(C)C>[CH:1]([O:8][C:15](=[O:16])[CH2:14][C:12]1[O:11][N:10]=[C:9]([C:1](=[O:8])[C:2]2[CH:7]=[CH:6][CH:5]=[CH:4][CH:3]=2)[N:13]=1)([CH3:9])[CH3:2]. Reported procedure: A mixture of 9.2 g of (3-benzoyl-1,2,4-oxadiazol-5-yl)acetamide in 300 ml isopropanol was saturated with HCl gas. The resulting mixture was warmed to 70° and maintained there for 11 hours. The resulting cooled mixture was filtered and diluted with 400 ml water. Extraction with Et2O (3×300 ml), washing the organics with a saturated NaHCO3 solution, drying over MgSO4, filtration and concentration gave 10.1 g of an oil. Purification of 9.8 g of this oil by high pressure liquid chromatography with 2... The reactants are BrC1=C(C=C(N)C=C1F)F (4-bromo-3,5-difluoroaniline), C1CC(=O)N(C1=O)I (NIS), O (water). Solvent: C(C)(=O)O (acetic acid). Run at time 2 hour. Product: BrC1=C(C(=C(N)C=C1F)I)F (4-bromo-3,5-difluoro-2-iodoaniline). Isolated yield 109.9%. As a reaction SMILES: [Br:1][C:2]1[C:8]([F:9])=[CH:7][C:5]([NH2:6])=[CH:4][C:3]=1[F:10].C1C(=O)N([I:18])C(=O)C1.O>C(O)(=O)C>[Br:1][C:2]1[C:8]([F:9])=[CH:7][C:5]([NH2:6])=[C:4]([I:18])[C:3]=1[F:10]. Procedure: To a solution of the 4-bromo-3,5-difluoroaniline (5 g, 20 mmol) in acetic acid (60 mL) was added NIS (5.68 g). The reaction mixture was stirred at room temperature for two hours, and poured into water (300 mL). The product was extracted with ethyl acetate (2×200 mL), and the combined organic layers were washed with 1N aqueous NaOH (200 mL) and saturated aqueous sodium thiosulfate (100 mL). The organic layer was dried over sodium sulfate, filtered and concentrated in vacuo. The oily residue was f... Starting materials: COc1cc(Br)ccc1-c1cccc2c(N(CC3CC3)CC3CC3)c(SC)nn12, [C-]#N, [C-]#N, CCOC(C)=O, CN(C)C=O, [Zn+2]. The product is COc1cc(C#N)ccc1-c1cccc2c(N(CC3CC3)CC3CC3)c(SC)nn12. RXN SMILES: [Br:1][c:2]1[cH:3][c:4]([O:28][CH3:29])[c:5](-[c:8]2[cH:9][cH:10][cH:11][c:12]3[n:13]2[n:14][c:15]([S:26][CH3:27])[c:16]3[N:17]([CH2:18][CH:19]2[CH2:20][CH2:21]2)[CH2:22][CH:23]2[CH2:24][CH2:25]2)[cH:6][cH:7]1.[C-:41]#[N:42].[C-:44]#[N:45].[CH3:30][CH2:31][O:32][C:33](=[O:34])[CH3:35].[CH3:36][N:37]([CH3:38])[CH:39]=[O:40].[Zn+2:43]>>[c:2]1([C:36]#[N:37])[cH:3][c:4]([O:28][CH3:29])[c:5](-[c:8]2[cH:9][cH:10][cH:11][c:12]3[n:13]2[n:14][c:15]([S:26][CH3:27])[c:16]3[N:17]([CH2:18][CH:19]2[CH2:20][CH2:21]2)[CH2:22][CH:23]2[CH2:24][CH2:25]2)[cH:6][cH:7]1. The reactants are N(=C=S)C1=CC=C(OCCN(C)C)C=C1 ([2-(4-isothiocyanato-phenoxy)-ethyl]-dimethylamine), N#CN (cyanamide), BrCC(=O)C1=CC(=CC=C1)OC (2-bromo-3′-methoxyacetophenone), CC(C)([O-])C.[K+] (potassium tert-butoxide). Run in CCOCC (ether), Cl.CCOCC (hydrochloric acid ether), C(C)#N (acetonitrile), C(C)(C)(C)O (tert-butanol). Run at time 30 minute. Yields the product NC=1N=C(SC1C(=O)C1=CC(=CC=C1)OC)NC1=CC=C(C=C1)OCCN(C)C ([4-amino-2-[4-(2-dimethylaminoethoxy)-phenylamino]-thiazol-5-yl]-(3-methoxy-phenyl)-methanone). Isolated yield 42.0%. As a reaction SMILES: [N:1]([C:4]1[CH:15]=[CH:14][C:7]([O:8][CH2:9][CH2:10][N:11]([CH3:13])[CH3:12])=[CH:6][CH:5]=1)=[C:2]=[S:3].[N:16]#[C:17][NH2:18].CC(C)([O-])C.[K+].Br[CH2:26][C:27]([C:29]1[CH:34]=[CH:33][CH:32]=[C:31]([O:35][CH3:36])[CH:30]=1)=[O:28]>C(#N)C.C(O)(C)(C)C.CCOCC.Cl.CCOCC>[NH2:16][C:17]1[N:18]=[C:2]([NH:1][C:4]2[CH:15]=[CH:14][C:7]([O:8][CH2:9][CH2:10][N:11]([CH3:12])[CH3:13])=[CH:6][CH:5]=2)[S:3][C:26]=1[C:27]([C:29]1[CH:34]=[CH:33][CH:32]=[C:31]([O:35][CH3:36])[CH:30]=1)=[O:28] |f:2.3,8.9|. Reported procedure: To a stirred mixture of [2-(4-isothiocyanato-phenoxy)-ethyl]-dimethylamine (0.6 g, 2.7 mmol) (from Step A) and cyanamide (0.123 g, 2.95 mmol) in acetonitrile (10 mL) and tert-butanol (10 mL), a solution of potassium tert-butoxide (2.7 mL, 1.0 M in tert-BuOH) was added. After 30 minutes at room temperature, 2-bromo-3′-methoxyacetophenone was added. The reaction mixture was stirred at room temperature for 1 hour and then refluxed for 1 hour. The chilled reaction mixture was diluted with ether and ... Reactants: C(=C)C1=C(C=CC=C1)C=C (DVB), C(=CC1=CC=CC=C1)S(=O)(=O)[O-].[Na] (styrenesulfonate sodium), C=CC1=CC=CC=C1 (styrene), C(=C)C1=C(C=CC=C1)C=C (divinylbenzene), CC1(CCCC(N1[O])(C)C)C (TEMPO), S(=O)(=O)([O-])OOS(=O)(=O)[O-].[K+].[K+] (potassium persulfate), S([O-])(O)=O.[Na+] (sodium bisulfite). Run in O (water), C(CO)O (ethylene glycol). Run at temperature 80 celsius, time 40 minute. Product: C=CC1=CC=CC=C1.C(=CC1=CC=CC=C1)S(=O)(=O)[O-].[Na] (styrene styrene sulfonate sodium). Reaction SMILES: [CH:1]([C:3]1[CH:8]=[CH:7][CH:6]=[CH:5][C:4]=1C=C)=[CH2:2].[CH:11]([S:19]([O-:22])(=[O:21])=[O:20])=[CH:12][C:13]1[CH:18]=[CH:17][CH:16]=[CH:15][CH:14]=1.[Na:23].C=CC1C=CC=CC=1.CC1(C)N([O])C(C)(C)CCC1.S(OOS([O-])(=O)=O)([O-])(=O)=O.[K+].[K+].S(=O)(O)[O-].[Na+]>O.C(O)CO>[CH2:2]=[CH:1][C:3]1[CH:8]=[CH:7][CH:6]=[CH:5][CH:4]=1.[CH:11]([S:19]([O-:22])(=[O:20])=[O:21])=[CH:12][C:13]1[CH:18]=[CH:17][CH:16]=[CH:15][CH:14]=1.[Na:23] |f:1.2,5.6.7,8.9,12.13.14,^1:22,35,84|. Procedure: 0.5 molar ratio of St:SS-Na:DVB To a round bottom flask is added styrenesulfonate-sodium salt (SS-Na, 10 g, 0.0487 mole), styrene (5.06g, 0.0487 mole), divinylbenzene (DVB, 3.17 g, 0.02435 mole), and TEMPO (0.53 g, 0.00341 mole). To this is added ethylene glycol (24 mL) and water (16 mL) and heated to 80° C. Then a redox initiator system, potassium persulfate (0.51 g, 0.00189 mole) and sodium bisulfite (0.25 g), is added. After 40 minutes, the heterogeneous solution is heated to reflux. After 7 ... Reactants: C(#N)C1=CC(=C(C(=O)O)C=C1OC)F (4-Cyano-2-fluoro-5-methoxybenzoic acid), CO (MeOH), O=S(Cl)Cl (SOCl2). Reaction conditions: temperature 0 celsius, time 8 hour. The product is C(#N)C1=CC(=C(C(=O)OC)C=C1OC)F (methyl 4-cyano-2-fluoro-5-methoxybenzoate). The yield is 80.0%. RXN SMILES: [C:1]([C:3]1[C:11]([O:12][CH3:13])=[CH:10][C:6]([C:7]([OH:9])=[O:8])=[C:5]([F:14])[CH:4]=1)#[N:2].O=S(Cl)Cl.[CH3:19]O>>[C:1]([C:3]1[C:11]([O:12][CH3:13])=[CH:10][C:6]([C:7]([O:9][CH3:19])=[O:8])=[C:5]([F:14])[CH:4]=1)#[N:2]. Procedure: 4-Cyano-2-fluoro-5-methoxybenzoic acid (75 mg; 0.38 mmol; 1 eq.) was dissolved in MeOH (1 mL). The solution was cooled down to 0° C. SOCl2 (0.11 mL; 1.54 mmol; 4 eq.) was added dropwise. After addition, the reaction mixture was stirred at RT overnight. As the reaction was complete, solvents were evaporated. The crude mixture was dissolved in EtOAc and washed with NaHCO3 sat and brine. The organic phase was dried over MgSO4, filtrated and evaporated, affording the title product as an orange solid... Reactants: COC(C1=CC(=C(C=C1)N)N)=O (methyl-3,4-diaminobenzoate), C(C)OC(C(=O)OCC)=O (diethyloxalate). Reaction conditions: temperature 23 celsius. The product is COC(=O)C=1C=C2NC(C(NC2=CC1)=O)=O (2,3-dioxo-1,2,3,4-tetrahydro-quinoxaline-6-carboxylic acid methyl ester). Reaction SMILES: [CH3:1][O:2][C:3](=[O:12])[C:4]1[CH:9]=[CH:8][C:7]([NH2:10])=[C:6]([NH2:11])[CH:5]=1.C([O:15][C:16](=O)[C:17](OCC)=[O:18])C>>[CH3:1][O:2][C:3]([C:4]1[CH:5]=[C:6]2[C:7](=[CH:8][CH:9]=1)[NH:10][C:16](=[O:15])[C:17](=[O:18])[NH:11]2)=[O:12]. Procedure details: A mixture of methyl-3,4-diaminobenzoate (4.5 g) in diethyloxalate (50 mL) was heated at reflux for three hrs. After cooling to 23° C., the solid was isolated by filtration, affording 2,3-dioxo-1,2,3,4-tetrahydro-quinoxaline-6-carboxylic acid methyl ester as a light yellow solid. MS (M−H)−=219.1. The reactants are C1CCOC1, C=CCc1c(Cl)nc2ccnn2c1Cl, [O-][I+3]([O-])([O-])[O-], [Na+], [Na+], [Na+], O, O=[Os](=O)(=O)=O, O=S([O-])[O-]. The product is O=CCc1c(Cl)nc2ccnn2c1Cl. Reaction SMILES: [CH2:1]1[CH2:4][CH2:3][CH2:2][O:5]1.[CH2:6]([CH:7]=[CH2:8])[c:9]1[c:10]([Cl:19])[n:11][c:12]2[n:13]([c:14]1[Cl:15])[n:16][cH:17][cH:18]2.[I+3:20]([O-:21])([O-:22])([O-:23])[O-:24].[Na+:25].[Na+:30].[Na+:31].[OH2:37].[Os:32](=[O:33])(=[O:34])(=[O:35])=[O:36].[S:26]([O-:27])([O-:28])=[O:29]>>[O:5]=[CH:7][CH2:6][c:9]1[c:10]([Cl:19])[n:11][c:12]2[n:13]([c:14]1[Cl:15])[n:16][cH:17][cH:18]2. Starting materials: CO (MeOH), C1(CCCC1)NC(=O)NC(CC1=CC=CC=C1)(C1=NC(=CC=C1)OC)C1=CC(=CC(=C1)C(F)(F)F)F (1-Cyclopentyl-3-(1-(3-fluoro-5-(trifluoromethyl)phenyl)-1-(6-methoxypyridin-2-yl)-2-phenylethyl)urea), [Si](C)(C)(C)I (TMSI), [Si](C)(C)(C)I (TMSI). Solvent: C(Cl)(Cl)Cl (CHCl3). The product is C1(CCCC1)NC(=O)NC(CC1=CC=CC=C1)(C=1NC(C=CC1)=O)C1=CC(=CC(=C1)C(F)(F)F)F (1-cyclopentyl-3-(1-(3-fluoro-5-(trifluoromethyl)phenyl)-1-(6-oxo-1,6-dihydropyridin-2-yl)-2-phenylethyl)urea). Isolated yield 54.4%. RXN SMILES: [CH:1]1([NH:6][C:7]([NH:9][C:10]([C:26]2[CH:31]=[C:30]([C:32]([F:35])([F:34])[F:33])[CH:29]=[C:28]([F:36])[CH:27]=2)([C:18]2[CH:23]=[CH:22][CH:21]=[C:20]([O:24]C)[N:19]=2)[CH2:11][C:12]2[CH:17]=[CH:16][CH:15]=[CH:14][CH:13]=2)=[O:8])[CH2:5][CH2:4][CH2:3][CH2:2]1.[Si](I)(C)(C)C.CO>C(Cl)(Cl)Cl>[CH:1]1([NH:6][C:7]([NH:9][C:10]([C:26]2[CH:31]=[C:30]([C:32]([F:35])([F:33])[F:34])[CH:29]=[C:28]([F:36])[CH:27]=2)([C:18]2[NH:19][C:20](=[O:24])[CH:21]=[CH:22][CH:23]=2)[CH2:11][C:12]2[CH:17]=[CH:16][CH:15]=[CH:14][CH:13]=2)=[O:8])[CH2:2][CH2:3][CH2:4][CH2:5]1. Procedure details: 1-Cyclopentyl-3-(1-(3-fluoro-5-(trifluoromethyl)phenyl)-1-(6-methoxypyridin-2-yl)-2-phenylethyl)urea (25 mg, 0.049 mmol) was stirred in CHCl3 (1 mL) in a pyrex tube at room temperature. TMSI (0.04 mL) was added and the reaction mixture was refluxed for 3 h. Additional TMSI (0.04 mL) was added. The mixture was refluxed for an additional two hours. The mixture was cooled to room temperature and MeOH (1 mL) was added. The reaction mixture was concentrated. The residue was purified by flash chromato...